This data is from the Open Reaction Database (ORD), a public repository of structured organic reaction records. The task is: describe an organic reaction: reactants, conditions, products, and yield The reactants are ferric chloride, N(=[N+]=[N-])[Si](C)(C)C (azidotrimethylsilane), C[Si](OCC1=CC=C(C(=O)OC)C=C1)(C)C (methyl 4-[(trimethylsiloxy)methyl]benzoate), O=CCCNC(C(F)(F)F)=O (N-(3-oxopropyl)trifluoroacetamide). Run in CC#N (MeCN), CC#N (MeCN). Run at temperature -40 celsius, time 90 minute. Product: N(=[N+]=[N-])C(CCNC(C(F)(F)F)=O)OCC1=CC=C(C(=O)OC)C=C1 (Methyl 4-[(1-azido-3-trifluoroacetamidopropoxy)methyl]benzoate). As a reaction SMILES: [N:1]([Si](C)(C)C)=[N+:2]=[N-:3].C[Si](C)(C)[O:10][CH2:11][C:12]1[CH:21]=[CH:20][C:15]([C:16]([O:18][CH3:19])=[O:17])=[CH:14][CH:13]=1.O=[CH:25][CH2:26][CH2:27][NH:28][C:29](=[O:34])[C:30]([F:33])([F:32])[F:31]>CC#N>[N:1]([CH:25]([O:10][CH2:11][C:12]1[CH:21]=[CH:20][C:15]([C:16]([O:18][CH3:19])=[O:17])=[CH:14][CH:13]=1)[CH2:26][CH2:27][NH:28][C:29](=[O:34])[C:30]([F:33])([F:32])[F:31])=[N+:2]=[N-:3]. Reported procedure: A solution of azidotrimethylsilane (0.93 mL; 7.1 mmol) and methyl 4-[(trimethylsiloxy)methyl]benzoate (1.35 g; 5.7 mmol) in anhydrous MeCN (3 mL) was added dropwise to a solution of N-(3-oxopropyl)trifluoroacetamide (0.8 g; 4.7 mmol) containing a catalytic amount of anhydrous ferric chloride (38 mg; 0.2 mmol) in anhydrous MeCN (10 mL) cooled to −40° C. The mixture was stirred at −40° C. for 90 min and the reaction quenched with phosphate buffered saline (pH 7.4). The aqueous phase was extracted ... Starting materials: CCCc1c(C(=O)OCC)c(C(=O)OCC)c2c(-c3ccccc3)cc(N3CCN(C(=O)OC(C)(C)C)CC3)nn12, ClCCl, O=C(O)C(F)(F)F. Yields the product CCCc1c(C(=O)OCC)c(C(=O)OCC)c2c(-c3ccccc3)cc(N3CCNCC3)nn12. RXN SMILES: [CH2:8]([CH3:9])[O:10][C:11](=[O:12])[c:13]1[c:14]([C:44](=[O:45])[O:46][CH2:47][CH3:48])[c:15]([CH2:41][CH2:42][CH3:43])[n:16]2[n:17][c:18]([N:28]3[CH2:29][CH2:30][N:31]([C:34]([O:35][C:36]([CH3:37])([CH3:38])[CH3:39])=[O:40])[CH2:32][CH2:33]3)[cH:19][c:20](-[c:22]3[cH:23][cH:24][cH:25][cH:26][cH:27]3)[c:21]12.[Cl:49][CH2:50][Cl:51].[OH:1][C:2]([C:3]([F:4])([F:5])[F:6])=[O:7]>>[CH2:8]([CH3:9])[O:10][C:11](=[O:12])[c:13]1[c:14]([C:44](=[O:45])[O:46][CH2:47][CH3:48])[c:15]([CH2:41][CH2:42][CH3:43])[n:16]2[n:17][c:18]([N:28]3[CH2:29][CH2:30][NH:31][CH2:32][CH2:33]3)[cH:19][c:20](-[c:22]3[cH:23][cH:24][cH:25][cH:26][cH:27]3)[c:21]12. The reactants are OCC1=CC=C(C=C1)SC1C(OCC1)=O (3-(4-(hydroxymethyl)phenylthio)dihydrofuran-2(3H)-one), ClC(C#N)(Cl)Cl (2,2,2-trichloroacetonitrile). Reagents/catalysts: N12CCCCCC2=NCCC1 (1,8-Diazabicyclo[5.4.0]undec-7-ene). Reaction conditions: time 1 hour. Product: ClC(C(OCC1=CC=C(C=C1)SC1C(OCC1)=O)=N)(Cl)Cl (4-(2-oxotetrahydrofuran-3-ylthio)benzyl 2,2,2-trichloroacetimidate). Isolated yield 96.4%. Reaction SMILES: [OH:1][CH2:2][C:3]1[CH:8]=[CH:7][C:6]([S:9][CH:10]2[CH2:14][CH2:13][O:12][C:11]2=[O:15])=[CH:5][CH:4]=1.[Cl:16][C:17]([Cl:21])([Cl:20])[C:18]#[N:19]>N12CCCN=C1CCCCC2>[Cl:16][C:17]([Cl:21])([Cl:20])[C:18](=[NH:19])[O:1][CH2:2][C:3]1[CH:4]=[CH:5][C:6]([S:9][CH:10]2[CH2:14][CH2:13][O:12][C:11]2=[O:15])=[CH:7][CH:8]=1. Procedure: 1,8-Diazabicyclo[5.4.0]undec-7-ene (34 mg, 0.22 mmol) was added to a 0° C. solution of 3-(4-(hydroxymethyl)phenylthio)dihydrofuran-2(3H)-one (1.0 g, 4.5 mmol) and 2,2,2-trichloroacetonitrile (3.2 g, 22 mmol). The reaction was stirred for 1 hour, then directly chromatographed (3:7 ethyl acetate/hexanes) to provide the product as a viscous oil (1.6 g, 31%) Reactants: COC1=CC=2N(C=C1)C=C(N2)C(=O)OCC (ethyl 7-methoxyimidazo[1,2-a]pyridine-2-carboxylate), Br (hydrobromic acid). The product is Br.OC1=CC=2N(C=C1)C=C(N2)C(=O)O (7-hydroxyimidazo[1,2-a]pyridine-2-carboxylic acid hydrobromide salt). Yield: 93.0%. As a reaction SMILES: C[O:2][C:3]1[CH:8]=[CH:7][N:6]2[CH:9]=[C:10]([C:12]([O:14]CC)=[O:13])[N:11]=[C:5]2[CH:4]=1.[BrH:17]>>[BrH:17].[OH:2][C:3]1[CH:8]=[CH:7][N:6]2[CH:9]=[C:10]([C:12]([OH:14])=[O:13])[N:11]=[C:5]2[CH:4]=1 |f:2.3|. Procedure details: A mixture of ethyl 7-methoxyimidazo[1,2-a]pyridine-2-carboxylate (0.22 g, 1.0 mmol) and 48% hydrobromic acid (20 mL) was heated at reflux for 3 days. After the completion of reaction, the reaction mixture was concentrated and the residue obtained was washed with diethyl ether and dried under reduced pressure to afford 7-hydroxyimidazo[1,2-a]pyridine-2-carboxylic acid hydrobromide salt as a brown solid (0.24 g, 93%). 1H-NMR (CD3OD, 300 MHz): δ 8.57 (m, 1H), 8.44 (s, 1H), 7.07 (m, 1H), 6.95 (m, 1H... Starting materials: Cl.Cl.C(C)C(C(=O)NC1=CC(=C(C=C1)N1CCNCC1)F)CC (2-ethyl-N-(3-fluoro-4-piperazin-1-yl-phenyl)-butyramide dihydrochloride), COC(C(C1=CC=C(C=C1)C#N)Br)=O (bromo-(4-cyano-phenyl)-acetic acid methyl ester), C(=O)([O-])[O-].[K+].[K+] (K2CO3). Run in CN(C)C=O (DMF), O (water). Reaction conditions: time 20 hour. The product is COC(C(N1CCN(CC1)C1=C(C=C(C=C1)NC(C(CC)CC)=O)F)C1=CC=C(C=C1)C#N)=O ((4-Cyano-phenyl)-{4-[4-(2-ethyl-butyrylamino)-2-fluoro-phenyl]-piperazin-1-yl}-acetic acid methyl ester). The yield is 80.4%. Reaction SMILES: Cl.Cl.[CH2:3]([CH:5]([CH2:22][CH3:23])[C:6]([NH:8][C:9]1[CH:14]=[CH:13][C:12]([N:15]2[CH2:20][CH2:19][NH:18][CH2:17][CH2:16]2)=[C:11]([F:21])[CH:10]=1)=[O:7])[CH3:4].[CH3:24][O:25][C:26](=[O:37])[CH:27](Br)[C:28]1[CH:33]=[CH:32][C:31]([C:34]#[N:35])=[CH:30][CH:29]=1.C([O-])([O-])=O.[K+].[K+]>CN(C=O)C.O>[CH3:24][O:25][C:26](=[O:37])[CH:27]([C:28]1[CH:33]=[CH:32][C:31]([C:34]#[N:35])=[CH:30][CH:29]=1)[N:18]1[CH2:17][CH2:16][N:15]([C:12]2[CH:13]=[CH:14][C:9]([NH:8][C:6](=[O:7])[CH:5]([CH2:3][CH3:4])[CH2:22][CH3:23])=[CH:10][C:11]=2[F:21])[CH2:20][CH2:19]1 |f:0.1.2,4.5.6|. Reported procedure: A mixture of 2-ethyl-N-(3-fluoro-4-piperazin-1-yl-phenyl)-butyramide dihydrochloride (0.06 g, 0.16 mmol), bromo-(4-cyano-phenyl)-acetic acid methyl ester (0.05 g, 0.20 mmol), and anhydrous K2CO3 (0.08 g, 0.55 mmol) in DMF (5 mL) was stirred at rt for 20 h. The mixture was diluted with water (100 mL) and extracted with DCM (2×30 mL). The combined organic phases were washed with water, dried (Na2SO4), and concentrated. The residue was purified (SiO2; acetone/DCM) to give the title compound (0.06 g... Reactants: CS(=O)(=O)O (methanesulfonic acid), FC(C(=O)OC(C(F)(F)F)=O)(F)F (trifluoroacetic anhydride), C(C)OC(=O)C1=C(C=C(CC1)SCCC(=O)O)C (ethyl-4-β-carboxyethylthio-2-methyl-1,3-cyclohexadiene-1-carboxylate). Run in C1(=CC=CC=C1)C (toluene). Conditions: temperature 20 celsius. Product: CC1=C(CCC2=C1C(CCS2)=O)C(=O)OCC (Ethyl 5-methyl-4-oxo-2,3,7,8-tetrahydro-4H-1-benzothiopyran-6-carboxylate). Yield: 79.5%. RXN SMILES: [CH2:1]([O:3][C:4]([C:6]1[CH2:11][CH2:10][C:9]([S:12][CH2:13][CH2:14][C:15]([OH:17])=O)=[CH:8][C:7]=1[CH3:18])=[O:5])[CH3:2].CS(O)(=O)=O.FC(F)(F)C(OC(=O)C(F)(F)F)=O>C1(C)C=CC=CC=1>[CH3:18][C:7]1[C:8]2[C:15](=[O:17])[CH2:14][CH2:13][S:12][C:9]=2[CH2:10][CH2:11][C:6]=1[C:4]([O:3][CH2:1][CH3:2])=[O:5]. Procedure: A mixture of ethyl-4-β-carboxyethylthio-2-methyl-1,3-cyclohexadiene-1-carboxylate (121.3 g, 0.449 mole) in toluene is stirred at 20° C., treated sequentially with 5.0 ml methanesulfonic acid and portionwise over a 5 minute period with trifluoroacetic anhydride (94.3 g, 0.449 mole) and allowed to stir at ambient temperatures for 18 hours. The resultant reaction mixture is quenched with a 1:1 mixture of ethyl acetate and water and stirred for 15 minutes. The phases are separated. The organic phase... Reactants: C1CCOC1, CC(C)(C)OC(=O)NN1C(=O)c2ccccc2C1=O, CCOC(=O)N=NC(=O)OCC, OC1CCOC1, c1ccc(P(c2ccccc2)c2ccccc2)cc1. The product is CC(C)(C)OC(=O)N(C1CCOC1)N1C(=O)c2ccccc2C1=O. As a reaction SMILES: [CH2:57]1[O:58][CH2:59][CH2:60][CH2:61]1.[O:19]=[C:20]1[N:21]([NH:30][C:31]([O:32][C:33]([CH3:34])([CH3:35])[CH3:36])=[O:37])[C:22](=[O:29])[c:23]2[cH:24][cH:25][cH:26][cH:27][c:28]21.[O:1]=[C:2]([O:3][CH2:4][CH3:5])[N:6]=[N:7][C:8]([O:9][CH2:10][CH3:11])=[O:12].[OH:13][CH:14]1[CH2:15][O:16][CH2:17][CH2:18]1.[c:38]1([P:39]([c:40]2[cH:41][cH:42][cH:43][cH:44][cH:45]2)[c:46]2[cH:47][cH:48][cH:49][cH:50][cH:51]2)[cH:52][cH:53][cH:54][cH:55][cH:56]1>>[CH:14]1([N:30]([N:21]2[C:20](=[O:19])[c:28]3[c:23]([cH:24][cH:25][cH:26][cH:27]3)[C:22]2=[O:29])[C:31]([O:32][C:33]([CH3:34])([CH3:35])[CH3:36])=[O:37])[CH2:15][O:16][CH2:17][CH2:18]1.